From a dataset of the Open Reaction Database (ORD), a public repository of structured organic reaction records. describe an organic reaction: reactants, conditions, products, and yield Reactants: COC(=O)c1cccc(C(=O)OC)c1OC, ClCCl. Product: COC(=O)c1cccc(C(=O)OC)c1O. RXN SMILES: [CH3:1][O:2][c:3]1[c:4]([C:5](=[O:6])[O:7][CH3:8])[cH:9][cH:10][cH:11][c:12]1[C:13](=[O:14])[O:15][CH3:16].[Cl:17][CH2:18][Cl:19]>>[OH:2][c:3]1[c:4]([C:5](=[O:6])[O:7][CH3:8])[cH:9][cH:10][cH:11][c:12]1[C:13](=[O:14])[O:15][CH3:16]. The reactants are ClC1=NC=2CCN(C=3C2C(=C1)N(N3)C(C3=CC=CC=C3)(C3=CC=CC=C3)C3=CC=CC=C3)CC3=CC=C(C=C3)OC (7-chloro-3-(4-methoxybenzyl)-1-trityl-1,3,4,5-tetrahydropyrazolo[3,4,5-de][1,6]naphthyridine), OC([C@H](C1=CC=CC=C1)NC(=O)N)(C)C ((S)-1-(2-hydroxy-2-methyl-1-phenylpropyl)urea), C([O-])([O-])=O.[Cs+].[Cs+] (cesium carbonate). The reagents and catalysts are CC(C)C1=CC(=C(C(=C1)C(C)C)C2=C(C=CC(=C2P(C3CCCCC3)C4CCCCC4)OC)OC)C(C)C (BrettPhos). The solvent is C(Cl)Cl (DCM). Product: OC([C@H](C1=CC=CC=C1)NC(=O)NC1=NC=2CCN(C=3C2C(=C1)N(N3)C(C3=CC=CC=C3)(C3=CC=CC=C3)C3=CC=CC=C3)CC3=CC=C(C=C3)OC)(C)C ((S)-1-(2-hydroxy-2-methyl-1-phenylpropyl)-3-(3-(4-methoxybenzyl)-1-trityl-1,3,4,5-tetrahydropyrazolo[3,4,5-de][1,6]naphthyridin-7-yl)urea). Reaction SMILES: Cl[C:2]1[CH:11]=[C:10]2[N:12]([C:14]([C:27]3[CH:32]=[CH:31][CH:30]=[CH:29][CH:28]=3)([C:21]3[CH:26]=[CH:25][CH:24]=[CH:23][CH:22]=3)[C:15]3[CH:20]=[CH:19][CH:18]=[CH:17][CH:16]=3)[N:13]=[C:8]3[C:9]2=[C:4]([CH2:5][CH2:6][N:7]3[CH2:33][C:34]2[CH:39]=[CH:38][C:37]([O:40][CH3:41])=[CH:36][CH:35]=2)[N:3]=1.[OH:42][C:43]([CH3:56])([CH3:55])[C@@H:44]([NH:51][C:52]([NH2:54])=[O:53])[C:45]1[CH:50]=[CH:49][CH:48]=[CH:47][CH:46]=1.C(=O)([O-])[O-].[Cs+].[Cs+]>CC(C1C=C(C(C)C)C(C2C(P(C3CCCCC3)C3CCCCC3)=C(OC)C=CC=2OC)=C(C(C)C)C=1)C.C(Cl)Cl>[OH:42][C:43]([CH3:56])([CH3:55])[C@@H:44]([NH:51][C:52]([NH:54][C:2]1[CH:11]=[C:10]2[N:12]([C:14]([C:15]3[CH:16]=[CH:17][CH:18]=[CH:19][CH:20]=3)([C:27]3[CH:32]=[CH:31][CH:30]=[CH:29][CH:28]=3)[C:21]3[CH:22]=[CH:23][CH:24]=[CH:25][CH:26]=3)[N:13]=[C:8]3[C:9]2=[C:4]([CH2:5][CH2:6][N:7]3[CH2:33][C:34]2[CH:39]=[CH:38][C:37]([O:40][CH3:41])=[CH:36][CH:35]=2)[N:3]=1)=[O:53])[C:45]1[CH:50]=[CH:49][CH:48]=[CH:47][CH:46]=1 |f:2.3.4|. Reported procedure: 7-chloro-3-(4-methoxybenzyl)-1-trityl-1,3,4,5-tetrahydropyrazolo[3,4,5-de][1,6]naphthyridine (40 mg, 0.072 mmol), (S)-1-(2-hydroxy-2-methyl-1-phenylpropyl)urea (22.4 mg, 0.108 mmol), cesium carbonate (82 mg, 0.25 mmol) and BrettPhos pre-catalyst (6.5 mg, 7.18 μM) were charged in a 1 dram vial, evacuated and backfilled with nitrogen and taken in 1,4-dioxane (0.4 mL) and heated reaction to 100° C. for 30 minutes. The reaction mixture was diluted with DCM, washed with water, brine, dried with sodiu... Reactants: FC(C=1C=C(C=C(C1)C(F)(F)F)[C@@H](C)O[C@@H]1[C@H]([C@@H]2CNC[C@H]2CC1)C1=C(C=CC=C1)C)(F)F ((3aR,4R,5S,7aS)-5-{(1R)-1-[3,5-bis(Trifluoromethyl)phenyl]ethoxy}-4-(2-methyl phenyl)octahydro-1H-isoindole), C1(CC(CC1)=O)=O (cyclopentane-1,3-dione). The product is FC(C=1C=C(C=C(C1)C(F)(F)F)[C@@H](C)O[C@@H]1[C@H]([C@@H]2CN(C[C@H]2CC1)C1=CC(CC1)=O)C1=C(C=CC=C1)C)(F)F (3-[(3aR,4R,5S,7aS)-5-{(1R)-1-[3,5-bis(Trifluoromethyl)phenyl]ethoxy}-4-(2-methylphenyl)-octahydro-2H-isoindol-2-yl]cyclopent-2-en-1-one). Reaction SMILES: [F:1][C:2]([F:33])([F:32])[C:3]1[CH:4]=[C:5]([C@H:13]([O:15][C@H:16]2[CH2:24][CH2:23][C@H:22]3[C@@H:18]([CH2:19][NH:20][CH2:21]3)[C@@H:17]2[C:25]2[CH:30]=[CH:29][CH:28]=[CH:27][C:26]=2[CH3:31])[CH3:14])[CH:6]=[C:7]([C:9]([F:12])([F:11])[F:10])[CH:8]=1.[C:34]1(=O)[CH2:38][CH2:37][C:36](=[O:39])[CH2:35]1>>[F:12][C:9]([F:10])([F:11])[C:7]1[CH:6]=[C:5]([C@H:13]([O:15][C@H:16]2[CH2:24][CH2:23][C@H:22]3[C@@H:18]([CH2:19][N:20]([C:34]4[CH2:38][CH2:37][C:36](=[O:39])[CH:35]=4)[CH2:21]3)[C@@H:17]2[C:25]2[CH:30]=[CH:29][CH:28]=[CH:27][C:26]=2[CH3:31])[CH3:14])[CH:4]=[C:3]([C:2]([F:1])([F:32])[F:33])[CH:8]=1. Procedure details: The title compound was prepared from (3aR,4R,5S,7aS)-5-{(1R)-1-[3,5-bis(trifluoromethyl)phenyl]ethoxy}-4-(2-methylphenyl)octahydro-1H-isoindole (step L) and cyclopentane-1,3-dione according to the procedure of Example 7. 1H-NMR (CDCl3): rotamers δ: 7.64 (1H, s), 7.18 (2H, s), 7.04–6.97 (4H, m), 4.74, 4.53 (1H, s), 4.42 (1H, m), 3.68, 3.43 (1H, m), 3.50 (1H, m), 3.06 (1H, m), 2.93 (2H, m), 2.86, 2.76 (1H, m), 2.57 (1H, m), 2.40 (2H, m), 2.28 (3H, s), 2.20 (1H, m), 2.17 (1 H, m), 2.10–1.94 (3H, m)... Product: CCc1nc2cc(NC=O)c(Cl)cc2n1-c1ccc(CCCl)cc1. As a reaction SMILES: [CH2:33]1[O:34][CH2:35][CH2:36][CH2:37]1.[CH3:1][C:2]([O:3][C:5]([CH3:4])=[O:7])=[O:6].[CH:8]([OH:9])=[O:10].[Cl:11][c:12]1[c:13]([NH2:32])[cH:14][c:15]2[c:16]([n:17](-[c:22]3[cH:23][cH:24][c:25]([CH2:28][CH2:29][Cl:30])[cH:26][cH:27]3)[c:18]([CH2:20][CH3:21])[n:19]2)[cH:31]1>>[CH:5](=[O:7])[NH:32][c:13]1[c:12]([Cl:11])[cH:31][c:16]2[c:15]([cH:14]1)[n:19][c:18]([CH2:20][CH3:21])[n:17]2-[c:22]1[cH:23][cH:24][c:25]([CH2:28][CH2:29][Cl:30])[cH:26][cH:27]1. The reactants are C1CCOC1, CC(=O)OC(C)=O, O=CO, CCc1nc2cc(N)c(Cl)cc2n1-c1ccc(CCCl)cc1. Reactants: CN=C=O (methyl isocyanate), N(N)C1NS(C2=C1C=CC=C2)(=O)=O (3-hydrazino-2H,3H-1,2-benzisothiazole 1,1-dioxide). The solvent is O1CCOCC1 (dioxane), O1CCOCC1 (dioxane). Run at time 1 hour. Product: CNC(=O)NNC1=NS(C2=C1C=CC=C2)(=O)=O (3-methylaminocarbonylhydrazino-1,2-benzisothiazole 1,1-dioxide). The yield is 92.8%. RXN SMILES: [CH3:1][N:2]=[C:3]=[O:4].[NH:5]([CH:7]1[C:11]2[CH:12]=[CH:13][CH:14]=[CH:15][C:10]=2[S:9](=[O:17])(=[O:16])[NH:8]1)[NH2:6]>O1CCOCC1>[CH3:1][NH:2][C:3]([NH:6][NH:5][C:7]1[C:11]2[CH:12]=[CH:13][CH:14]=[CH:15][C:10]=2[S:9](=[O:17])(=[O:16])[N:8]=1)=[O:4]. Reported procedure: A solution of 3.7 g (0.55 mol) of methyl isocyanate in 30 ml of dioxane is added dropwise to 9.8 g (0.05 mol) of 3-hydrazino-2H,3H-1,2-benzisothiazole 1,1-dioxide in 100 ml of dioxane at room temperature. Stirring is continued for 1 hour, after which the product is filtered off under suction. 11.8 g (89% of theory) of 3-methylaminocarbonylhydrazino-1,2-benzisothiazole 1,1-dioxide of melting point 183° C. are obtained. The product can be recrystallized from ethanol. Reactants: BrC1=CC=C(C2=CC=CC=C12)F (1-bromo-4-fluoronaphthalene), ClC1=CC=C(S1)C=O (5-chloro-2-thiophenecarboxaldehyde), [Cl-].[NH4+] (ammonium chloride), CC1(NC(CCC1)(C)C)C (2,2,6,6-tetramethylpiperidine), C(CCC)[Li] (n-butyl lithium). Solvent: O1CCCC1 (tetrahydrofuran), O1CCCC1 (tetrahydrofuran), O1CCCC1 (tetrahydrofuran). Run at time 30 minute. Yields the product BrC1=CC(=C(C2=CC=CC=C12)F)C(O)C=1SC(=CC1)Cl (4-bromo-1-fluoro-2-naphthyl-5-chloro-2-thienylmethanol). Yield: 80.7%. As a reaction SMILES: CC1(C)CCCC(C)(C)N1.C([Li])CCC.[Br:16][C:17]1[C:26]2[C:21](=[CH:22][CH:23]=[CH:24][CH:25]=2)[C:20]([F:27])=[CH:19][CH:18]=1.[Cl:28][C:29]1[S:33][C:32]([CH:34]=[O:35])=[CH:31][CH:30]=1.[Cl-].[NH4+]>O1CCCC1>[Br:16][C:17]1[C:26]2[C:21](=[CH:22][CH:23]=[CH:24][CH:25]=2)[C:20]([F:27])=[C:19]([CH:34]([C:32]2[S:33][C:29]([Cl:28])=[CH:30][CH:31]=2)[OH:35])[CH:18]=1 |f:4.5|. Procedure details: A solution of 2,2,6,6-tetramethylpiperidine (1.04 g) in tetrahydrofuran (15 ml) was cooled to −78° C. under argon atmosphere, and thereto was added dropwise n-butyl lithium (1.58 M hexane solution, 4.43 ml). The reaction mixture was stirred at the same temperature for 30 minutes, and thereto was added dropwise a solution of 1-bromo-4-fluoronaphthalene (1.50 g) in tetrahydrofuran (12 ml) at −78° C. The mixture was stirred at the same temperature for one hour, and thereto was added dropwise a solu... The reactants are C[C@@H]1C[C@H]2[C@@H]3C[C@@H](C4=CC(=O)C=C[C@@]4([C@H]3[C@H](C[C@@]2([C@H]1C(=O)CO)C)O)C)F (fluocortolone), C(=O)(OC(C)(C)C)N[C@@H](C(C)C)C(=O)O (Boc-valine), C1(CCCCC1)N=C=NC1CCCCC1 (dicyclohexylcarbodiimide), C(C)(=O)OCC.CCCCCC (ethyl acetate hexane), F1, F2. Reagents/catalysts: CN(C1=CC=NC=C1)C (4-dimethylaminopyridine). The solvent is ClCCl.O1CCOCC1 (dichloromethane dioxane). Yields the product O[C@@H]1[C@@H]2[C@]3(C=CC(C=C3[C@H](C[C@H]2[C@@H]2C[C@H]([C@H](C(C(O)OC([C@H](C(C)C)NC(=O)OC(C)(C)C)=O)=O)[C@]2(C1)C)C)F)=O)C ((2S)-2-((1,1-dimethylethoxycarbonyl)-amino)-3-methyl-butyric acid [11β,21-dihydroxy-6α-fluoro-16α-methyl-3,20-dioxo-pregna-1,4-dien-21-yl] ester). The yield is 45.5%. RXN SMILES: [CH3:1][C@H:2]1[C@H:19]([C:20]([CH2:22][OH:23])=[O:21])[C@:18]2([CH3:24])[C@H:4]([C@H:5]3[C@H:15]([C@@H:16]([OH:25])[CH2:17]2)[C@:14]2([CH3:26])[C:8](=[CH:9][C:10]([CH:12]=[CH:13]2)=[O:11])[C@@H:7]([F:27])[CH2:6]3)[CH2:3]1.[C:28]([NH:35][C@H:36]([C:40]([OH:42])=[O:41])[CH:37]([CH3:39])[CH3:38])([O:30][C:31]([CH3:34])([CH3:33])[CH3:32])=[O:29].C1(N=C=NC2CCCCC2)CCCCC1.C(OCC)(=O)C.CCCCCC>CN(C)C1C=CN=CC=1.ClCCl.O1CCOCC1>[OH:25][C@H:16]1[CH2:17][C@@:18]2([CH3:24])[C@@H:4]([CH2:3][C@@H:2]([CH3:1])[C@@H:19]2[C:20](=[O:21])[CH:22]([O:42][C:40](=[O:41])[C@@H:36]([NH:35][C:28]([O:30][C:31]([CH3:32])([CH3:34])[CH3:33])=[O:29])[CH:37]([CH3:38])[CH3:39])[OH:23])[C@H:5]2[C@H:15]1[C@:14]1([CH3:26])[C:8]([C@@H:7]([F:27])[CH2:6]2)=[CH:9][C:10](=[O:11])[CH:12]=[CH:13]1 |f:3.4,6.7|. Procedure: 26 mmol of fluocortolone (FC) is reacted with 32 mmol of Boc-valine (Boc-Val-OH), 2.9 mmol of 4-dimethylaminopyridine and 34 mmol of dicyclohexylcarbodiimide in dichloromethane/dioxane 3:2. Chromatography (ethyl acetate/hexane 2:1): F1 9.3 g of pure product, F2 4.8 g of slightly contaminated product. (Total yield 92%) crystallization of F1 from ethyl acetate/hexane yields 7.0 g (46%) of (2S)-2-((1,1-dimethylethoxycarbonyl)-amino)-3-methyl-butyric acid [11β,21-dihydroxy-6α-fluoro-16α-methyl-3,20-...